From a dataset of the Open Reaction Database (ORD), a public repository of structured organic reaction records. describe an organic reaction: reactants, conditions, products, and yield Reactants: C1(=CC=CC=C1)C=CC=C1C(CCCC1=O)=O (2-(3-phenylpropenylidene)-1,3-cyclohexanedione), [H][H] (hydrogen). Reagents/catalysts: [Pd] (palladium on carbon). Run in C(C)(=O)OCC (ethyl acetate). Product: C1(=CC=CC=C1)CCCC1C(CCCC1=O)=O (2-(3-Phenylpropyl)-1,3-cyclohexanedione). RXN SMILES: [C:1]1([CH:7]=[CH:8][CH:9]=[C:10]2[C:15](=[O:16])[CH2:14][CH2:13][CH2:12][C:11]2=[O:17])[CH:6]=[CH:5][CH:4]=[CH:3][CH:2]=1.[H][H]>[Pd].C(OCC)(=O)C>[C:1]1([CH2:7][CH2:8][CH2:9][CH:10]2[C:11](=[O:17])[CH2:12][CH2:13][CH2:14][C:15]2=[O:16])[CH:2]=[CH:3][CH:4]=[CH:5][CH:6]=1. Procedure: A mixture of 6.8 g (30 mmol) of 2-(3-phenylpropenylidene)-1,3-cyclohexanedione from the preceding example, 0.7 g of 10% palladium on carbon, and 150 mL of ethyl acetate was stirred at room temperature, in an atmosphere of hydrogen, until gas uptake ceased. The catalyst was filtered with suction and the filtrate was concentrated in vacuo giving 6.7 g (97%) of the title dione as an off-white solid which was used without further purification.